Dataset: the Open Reaction Database (ORD), a public repository of structured organic reaction records. Task: describe an organic reaction: reactants, conditions, products, and yield The reactants are Cc1ccccc1CN(Cc1ccccc1C)C(Cc1cc(F)cc(F)c1)C(O)C1CCCN1C(=O)OC(C)(C)C, CO, [H][H]. The product is CC(C)(C)OC(=O)N1CCCC1C(O)C(N)Cc1cc(F)cc(F)c1. As a reaction SMILES: [C:1]([CH3:2])([CH3:3])([CH3:4])[O:5][C:6](=[O:7])[N:8]1[CH:9]([CH:13]([CH:14]([CH2:15][c:16]2[cH:17][c:18]([F:23])[cH:19][c:20]([F:22])[cH:21]2)[N:24]([CH2:25][c:26]2[cH:27][cH:28][cH:29][cH:30][c:31]2[CH3:32])[CH2:33][c:34]2[cH:35][cH:36][cH:37][cH:38][c:39]2[CH3:40])[OH:41])[CH2:10][CH2:11][CH2:12]1.[CH3:44][OH:45].[H:42][H:43]>>[C:1]([CH3:2])([CH3:3])([CH3:4])[O:5][C:6](=[O:7])[N:8]1[CH:9]([CH:13]([CH:14]([CH2:15][c:16]2[cH:17][c:18]([F:23])[cH:19][c:20]([F:22])[cH:21]2)[NH2:24])[OH:41])[CH2:10][CH2:11][CH2:12]1.